Dataset: the Open Reaction Database (ORD), a public repository of structured organic reaction records. Task: describe an organic reaction: reactants, conditions, products, and yield Starting materials: CC(=O)O, CC(=O)[O-], CCCOc1cc(F)cc(C=O)c1, C[N+](=O)[O-], [NH4+], O. Yields the product CCCOc1cc(F)cc(C=C[N+](=O)[O-])c1. Reaction SMILES: [CH3:24][C:25](=[O:26])[OH:27].[CH3:2][C:3](=[O:4])[O-:5].[F:6][c:7]1[cH:8][c:9]([CH:10]=[O:11])[cH:12][c:13]([O:15][CH2:16][CH2:17][CH3:18])[cH:14]1.[N+:19](=[O:20])([O-:21])[CH3:22].[NH4+:1].[OH2:23]>>[F:6][c:7]1[cH:8][c:9]([CH:10]=[CH:22][N+:19](=[O:20])[O-:21])[cH:12][c:13]([O:15][CH2:16][CH2:17][CH3:18])[cH:14]1. Starting materials: CN(C)c1ccc(C(=O)CCCN2CCC(C(O)(c3ccccc3)c3ccccc3)CC2)cc1, CCO, Cl, Cl. The product is CN(C)c1ccc(C(=O)CCCN2CCC(=C(c3ccccc3)c3ccccc3)CC2)cc1. As a reaction SMILES: [CH3:2][N:3]([c:4]1[cH:5][cH:6][c:7]([C:10]([CH2:11][CH2:12][CH2:13][N:14]2[CH2:15][CH2:16][CH:17]([C:20]([c:21]3[cH:22][cH:23][cH:24][cH:25][cH:26]3)([c:27]3[cH:28][cH:29][cH:30][cH:31][cH:32]3)[OH:33])[CH2:18][CH2:19]2)=[O:34])[cH:8][cH:9]1)[CH3:35].[CH3:37][CH2:38][OH:39].[ClH:1].[ClH:36]>>[CH3:2][N:3]([c:4]1[cH:5][cH:6][c:7]([C:10]([CH2:11][CH2:12][CH2:13][N:14]2[CH2:15][CH2:16][C:17](=[C:20]([c:21]3[cH:22][cH:23][cH:24][cH:25][cH:26]3)[c:27]3[cH:28][cH:29][cH:30][cH:31][cH:32]3)[CH2:18][CH2:19]2)=[O:34])[cH:8][cH:9]1)[CH3:35]. Starting materials: C12C(OC(C(CC1)CC2)=O)=O (3-oxabicyclo[3.2.2]-nonan-2,4-dione), NCCCCN1CCN(CC1)C1=NC=CC=N1 (1-(4-aminobutyl)-4-(2-pyrimidinyl) piperazine), C12C(OC(C(CC1)CC2)=O)=O (3-oxabicyclo[3.2.2]nonan-2,4-dione), C12C(OC(C(CC1)CC2)=O)=O (3-oxabicyclo[3.2.2]nonan-2,4-dione). Reaction conditions: time 15 minute. Yields the product N1=C(N=CC=C1)N1CCN(CC1)CCCCN1C(C2CCC(C1=O)CC2)=O (3-(4-[4-(2-Pyrimidinyl)-1-piperazinyl]butyl)-3-azabicyclo[3.2.2]nonan-2,4-dione). The yield is 8.7%. RXN SMILES: [NH2:1][CH2:2][CH2:3][CH2:4][CH2:5][N:6]1[CH2:11][CH2:10][N:9]([C:12]2[N:17]=[CH:16][CH:15]=[CH:14][N:13]=2)[CH2:8][CH2:7]1.[CH:18]12[CH2:26][CH2:25][CH:22]([CH2:23][CH2:24]1)[C:21](=[O:27])[O:20][C:19]2=O>>[N:17]1[CH:16]=[CH:15][CH:14]=[N:13][C:12]=1[N:9]1[CH2:8][CH2:7][N:6]([CH2:5][CH2:4][CH2:3][CH2:2][N:1]2[C:19](=[O:20])[CH:18]3[CH2:26][CH2:25][CH:22]([CH2:23][CH2:24]3)[C:21]2=[O:27])[CH2:11][CH2:10]1. Procedure: An intimate mixture of 0.5 g (2.14 mmol) of 1-(4-aminobutyl)-4-(2-pyrimidinyl) piperazine and 0.22 g (1.42 mmol) of 3-oxabicyclo[3.2.2]nonan-2,4-dione was heated in an oil bath at 220°-230° C. for 15 minutes. An additional 0.22 g (1.42 mmol) of 3-oxabicyclo[3.2.2]nonan-2,4-dione was added. Heating in an oil bath at 220°-230° C. was continued for 15 minutes and then an additional 0.22 g (1.42 mmol) of 3-oxabicyclo[3.2.2]-nonan-2,4-dione was added. Heating was continued for 30 minutes at 220°-230°... Reactants: CI, CCO, [Na+], [OH-], Sc1nnc(-c2ccc(Cl)cc2)c(-c2ccc(Cl)cc2)n1. Yields the product CSc1nnc(-c2ccc(Cl)cc2)c(-c2ccc(Cl)cc2)n1. As a reaction SMILES: [CH3:22][I:23].[CH3:26][CH2:27][OH:28].[Na+:25].[OH-:24].[SH:1][c:2]1[n:3][n:4][c:5](-[c:15]2[cH:16][cH:17][c:18]([Cl:21])[cH:19][cH:20]2)[c:6](-[c:8]2[cH:9][cH:10][c:11]([Cl:14])[cH:12][cH:13]2)[n:7]1>>[S:1]([c:2]1[n:3][n:4][c:5](-[c:15]2[cH:16][cH:17][c:18]([Cl:21])[cH:19][cH:20]2)[c:6](-[c:8]2[cH:9][cH:10][c:11]([Cl:14])[cH:12][cH:13]2)[n:7]1)[CH3:22]. The reactants are CCOC(=O)c1csc(Br)n1, CCOCCOCC, OB(O)c1ccccc1Cl, ClCCl, [Na+], [Na+], O=C([O-])[O-], O, [Pd], c1ccc(P(c2ccccc2)c2ccccc2)cc1, c1ccc(P(c2ccccc2)c2ccccc2)cc1, c1ccc(P(c2ccccc2)c2ccccc2)cc1, c1ccc(P(c2ccccc2)c2ccccc2)cc1. Yields the product CCOC(=O)c1csc(-c2ccccc2Cl)n1. RXN SMILES: [Br:1][c:2]1[s:3][cH:4][c:5]([C:7](=[O:8])[O:9][CH2:10][CH3:11])[n:6]1.[CH2:31]([O:32][CH2:33][CH2:34][O:35][CH2:36][CH3:37])[CH3:38].[Cl:12][c:13]1[c:14]([B:19]([OH:20])[OH:21])[cH:15][cH:16][cH:17][cH:18]1.[Cl:28][CH2:29][Cl:30].[Na+:22].[Na+:23].[O-:24][C:25](=[O:26])[O-:27].[OH2:116].[Pd:39].[c:40]1([P:41]([c:42]2[cH:43][cH:44][cH:45][cH:46][cH:47]2)[c:48]2[cH:49][cH:50][cH:51][cH:52][cH:53]2)[cH:54][cH:55][cH:56][cH:57][cH:58]1.[c:59]1([P:60]([c:61]2[cH:62][cH:63][cH:64][cH:65][cH:66]2)[c:67]2[cH:68][cH:69][cH:70][cH:71][cH:72]2)[cH:73][cH:74][cH:75][cH:76][cH:77]1.[c:78]1([P:79]([c:80]2[cH:81][cH:82][cH:83][cH:84][cH:85]2)[c:86]2[cH:87][cH:88][cH:89][cH:90][cH:91]2)[cH:92][cH:93][cH:94][cH:95][cH:96]1.[c:97]1([P:98]([c:99]2[cH:100][cH:101][cH:102][cH:103][cH:104]2)[c:105]2[cH:106][cH:107][cH:108][cH:109][cH:110]2)[cH:111][cH:112][cH:113][cH:114][cH:115]1>>[c:2]1(-[c:14]2[c:13]([Cl:12])[cH:18][cH:17][cH:16][cH:15]2)[s:3][cH:4][c:5]([C:7](=[O:8])[O:9][CH2:10][CH3:11])[n:6]1.